From a dataset of the Open Reaction Database (ORD), a public repository of structured organic reaction records. describe an organic reaction: reactants, conditions, products, and yield The reactants are CN(C)C=O, O=C(Nc1ccccc1)N1CCCC(Cl)c2ccccc21, N#C[Na], O. Product: N#CC1CCCN(C(=O)Nc2ccccc2)c2ccccc21. As a reaction SMILES: [CH3:4][N:5]([CH3:6])[CH:7]=[O:8].[Cl:9][CH:10]1[CH2:11][CH2:12][CH2:13][N:14]([C:21]([NH:22][c:23]2[cH:24][cH:25][cH:26][cH:27][cH:28]2)=[O:29])[c:15]2[c:16]1[cH:17][cH:18][cH:19][cH:20]2.[Na:1][C:2]#[N:3].[OH2:30]>>[C:2](#[N:3])[CH:10]1[CH2:11][CH2:12][CH2:13][N:14]([C:21]([NH:22][c:23]2[cH:24][cH:25][cH:26][cH:27][cH:28]2)=[O:29])[c:15]2[c:16]1[cH:17][cH:18][cH:19][cH:20]2. Starting materials: BrC1=CC=C2C(=N1)C=CC(O2)(C)C (6-bromo-2,2-dimethyl-2H-pyrano[3,2-b]pyridine), [Li]CCCC (BuLi), O (Water), CN(C)C=O (DMF). Run in C1CCOC1 (THF). Conditions: time 35 minute. The product is CC1(C=CC2=NC(=CC=C2O1)C=O)C (2,2-Dimethyl-2H-pyrano[3,2-b]pyridine-6-carbaldehyde). The yield is 23.0%. As a reaction SMILES: Br[C:2]1[N:7]=[C:6]2[CH:8]=[CH:9][C:10]([CH3:13])([CH3:12])[O:11][C:5]2=[CH:4][CH:3]=1.[Li]CCCC.CN([CH:22]=[O:23])C.O>C1COCC1>[CH3:12][C:10]1([CH3:13])[O:11][C:5]2[C:6](=[N:7][C:2]([CH:22]=[O:23])=[CH:3][CH:4]=2)[CH:8]=[CH:9]1. Reported procedure: To a solution of 23 (200 mg, 0.83 mmol) in anhydrous THF (5 mL) at −78° C. was added BuLi (2.5M, 0.35 mL) and stirred for 35 minutes, then DMF (0.08 mL, 0.1 mmol) was added dropwise. The reaction was stirred at −78° C. for 30 additional minutes. Water (3 mL) was added to quench the reaction and was extracted with EtOAc. The organic layer was washed with water, brine, dried over MgSO4 and concentrated under reduced pressure. The crude product was purified by flash column chromatography; 20:1 Hx/E...